This data is from the Open Reaction Database (ORD), a public repository of structured organic reaction records. The task is: describe an organic reaction: reactants, conditions, products, and yield The reactants are CC(=O)CC(C)C, Cc1cc(C)c(O)c(O)c1, Cc1cc(C)cc(O)c1, O, OO. Product: Cc1cc(O)cc(C)c1O. Reaction SMILES: [CH3:10][CH:11]([CH3:12])[CH2:13][C:14](=[O:15])[CH3:16].[CH3:19][c:20]1[cH:21][c:22]([CH3:23])[cH:24][c:25]([OH:26])[c:27]1[OH:28].[CH3:1][c:2]1[cH:3][c:4]([CH3:5])[cH:6][c:7]([OH:8])[cH:9]1.[OH2:29].[OH:17][OH:18]>>[CH3:1][c:2]1[c:3]([OH:15])[c:4]([CH3:5])[cH:6][c:7]([OH:8])[cH:9]1.